This data is from the Open Reaction Database (ORD), a public repository of structured organic reaction records. The task is: describe an organic reaction: reactants, conditions, products, and yield Reactants: FC1=C(N)C=CC(=C1)I (2-fluoro-4-iodoaniline), C[Si](C)(C)[N-][Si](C)(C)C.[Li+] (lithium bis(trimethylsilyl)amide), acid-LiHMDS, C[Si](C)(C)[N-][Si](C)(C)C.[Li+] (Lithium bis(trimethylsilyl)amide), FC1=CN=C(C=C1C(=O)O)C1=CC=CC=C1 (5-fluoro-2-phenylisonicotinic acid). Solvent: C1CCOC1 (THF), CCOC(=O)C (EtOAc), C1CCOC1 (THF). Run at temperature -78 celsius, time 30 minute. The product is FC1=C(C=CC(=C1)I)NC1=CN=C(C=C1C(=O)O)C1=CC=CC=C1 (5-[(2-fluoro-4-iodophenyl)amino]-2-phenylisonicotinic acid). Yield: 56.6%. RXN SMILES: C[Si]([N-][Si](C)(C)C)(C)C.[Li+].F[C:12]1[C:17]([C:18]([OH:20])=[O:19])=[CH:16][C:15]([C:21]2[CH:26]=[CH:25][CH:24]=[CH:23][CH:22]=2)=[N:14][CH:13]=1.[F:27][C:28]1[CH:34]=[C:33]([I:35])[CH:32]=[CH:31][C:29]=1[NH2:30]>C1COCC1.CCOC(C)=O>[F:27][C:28]1[CH:34]=[C:33]([I:35])[CH:32]=[CH:31][C:29]=1[NH:30][C:12]1[C:17]([C:18]([OH:20])=[O:19])=[CH:16][C:15]([C:21]2[CH:26]=[CH:25][CH:24]=[CH:23][CH:22]=2)=[N:14][CH:13]=1 |f:0.1|. Reported procedure: Lithium bis(trimethylsilyl)amide (2.8 ml, 1.0 M in THF, 2.76 mmol) was added to a suspension of 5-fluoro-2-phenylisonicotinic acid (500 mg, 2.30 mmol) in THF (10 ml) at −78° C. The dark colored suspension was stirred for 30 min. In another flask, 2-fluoro-4-iodoaniline (709.30 mg, 2.99 mmol, 1.30 eq) was dissolved in (15 ml) THF and cooled to −78° C. To this solution lithium bis(trimethylsilyl)amide (5 ml, 1.00 M, 5.06 mmol, 2.20 eq) was added and the mixture was stirred for 1 h. The reaction mi... Reaction SMILES: [C:1]([CH3:2])(=[O:3])[O:4][CH2:5][CH2:6][CH2:7][n:8]1[c:9](=[S:22])[nH:10][c:11]2[cH:12][n:13][c:14]3[cH:15][c:16]([Br:21])[cH:17][cH:18][c:19]3[c:20]12.[CH3:28][CH2:29][OH:30].[I:26][CH3:27].[NH4+:24].[OH-:25].[OH2:23]>>[C:1]([CH3:2])(=[O:3])[O:4][CH2:5][CH2:6][CH2:7][n:8]1[c:9]([S:22][CH3:27])[n:10][c:11]2[cH:12][n:13][c:14]3[cH:15][c:16]([Br:21])[cH:17][cH:18][c:19]3[c:20]12. Yields the product CSc1nc2cnc3cc(Br)ccc3c2n1CCCOC(C)=O. The reactants are CC(=O)OCCCn1c(=S)[nH]c2cnc3cc(Br)ccc3c21, CCO, CI, [NH4+], [OH-], O. Reaction SMILES: [CH2:1]([N:3]([CH2:6][C:7]1[S:11][C:10]([C:12]([OH:14])=O)=[CH:9][C:8]=1[CH3:15])[CH2:4][CH3:5])[CH3:2].[OH:16][C:17]1[C:26]([CH3:27])=[CH:25][C:20]([C:21]([NH:23]O)=[NH:22])=[CH:19][C:18]=1[Cl:28]>>[Cl:28][C:18]1[CH:19]=[C:20]([C:21]2[N:23]=[C:12]([C:10]3[S:11][C:7]([CH2:6][N:3]([CH2:1][CH3:2])[CH2:4][CH3:5])=[C:8]([CH3:15])[CH:9]=3)[O:14][N:22]=2)[CH:25]=[C:26]([CH3:27])[C:17]=1[OH:16]. Yield: 24.0%. Procedure details: The title compound (11 mg) is prepared starting from 5-diethylaminomethyl-4-methyl-thiophene-2-carboxylic acid (30 mg, 130 μmol) and 4,N-dihydroxy-3-chloro-5-methyl-benzamidine (23 mg, 117 μmol) according to Method A; LC-MS: tR=0.60 min; [M+1]+=392.12. The product is ClC1=C(C(=CC(=C1)C1=NOC(=N1)C=1SC(=C(C1)C)CN(CC)CC)C)O (2-Chloro-4-[5-(5-diethylaminomethyl-4-methyl-thiophen-2-yl)-[1,2,4]oxadiazol-3-yl]-6-methyl-phenol). Reactants: C(C)N(CC)CC1=C(C=C(S1)C(=O)O)C (5-diethylaminomethyl-4-methyl-thiophene-2-carboxylic acid), OC1=C(C=C(C(=N)NO)C=C1C)Cl (4,N-dihydroxy-3-chloro-5-methyl-benzamidine). Starting materials: CN(/C=C/C(=O)C1=NN(C=CC1=O)C1=CC(=CC=C1)S(=O)(=O)N1CCCCC1)C (3-((E)-3-Dimethylamino-acryloyl)-1-[3-(piperidine-1-sulfonyl)-phenyl]-1H-pyridazin-4-one), C1=NC=CC2=C(C=CC=C12)NN (isoquinolin-5-yl-hydrazine). Product: C1=NC=CC2=C(C=CC=C12)N1N=CC=C1C1=NN(C=CC1=O)C1=CC(=CC=C1)S(=O)(=O)N1CCCCC1 (3-(2-Isoquinolin-5-yl-2H-pyrazol-3-yl)-1-[3-(piperidine-1-sulfonyl)-phenyl]-1H-pyridazin-4-one). RXN SMILES: CN(C)/[CH:3]=[CH:4]/[C:5]([C:7]1[C:12](=[O:13])[CH:11]=[CH:10][N:9]([C:14]2[CH:19]=[CH:18][CH:17]=[C:16]([S:20]([N:23]3[CH2:28][CH2:27][CH2:26][CH2:25][CH2:24]3)(=[O:22])=[O:21])[CH:15]=2)[N:8]=1)=O.[CH:30]1[C:39]2[C:34](=[C:35]([NH:40][NH2:41])[CH:36]=[CH:37][CH:38]=2)[CH:33]=[CH:32][N:31]=1>>[CH:30]1[C:39]2[C:34](=[C:35]([N:40]3[C:5]([C:7]4[C:12](=[O:13])[CH:11]=[CH:10][N:9]([C:14]5[CH:19]=[CH:18][CH:17]=[C:16]([S:20]([N:23]6[CH2:28][CH2:27][CH2:26][CH2:25][CH2:24]6)(=[O:22])=[O:21])[CH:15]=5)[N:8]=4)=[CH:4][CH:3]=[N:41]3)[CH:36]=[CH:37][CH:38]=2)[CH:33]=[CH:32][N:31]=1. Reported procedure: The product was obtained starting from 3-((E)-3-Dimethylamino-acryloyl)-1-[3-(piperidine-1-sulfonyl)-phenyl]-1H-pyridazin-4-one (A-26) and isoquinolin-5-yl-hydrazine according to the method described for example 91. MS: M=513.4 (M+H)+ Reactants: CC(C)(C)OC(=O)C1CC(C(=O)Nc2ccccc2)C(c2ccccc2)N1C(=O)CNC(=O)Nc1cccc(C(=O)OCc2ccccc2)c1, CCO. The product is CC(C)(C)OC(=O)C1CC(C(=O)Nc2ccccc2)C(c2ccccc2)N1C(=O)CNC(=O)Nc1cccc(C(=O)O)c1. Reaction SMILES: [CH2:1]([c:2]1[cH:3][cH:4][cH:5][cH:6][cH:7]1)[O:8][C:9](=[O:10])[c:11]1[cH:12][c:13]([NH:17][C:18]([NH:19][CH2:20][C:21](=[O:22])[N:23]2[CH:24]([C:43](=[O:44])[O:45][C:46]([CH3:47])([CH3:48])[CH3:49])[CH2:25][CH:26]([C:34]([NH:35][c:36]3[cH:37][cH:38][cH:39][cH:40][cH:41]3)=[O:42])[CH:27]2[c:28]2[cH:29][cH:30][cH:31][cH:32][cH:33]2)=[O:50])[cH:14][cH:15][cH:16]1.[CH3:51][CH2:52][OH:53]>>[O:8]=[C:9]([OH:10])[c:11]1[cH:12][c:13]([NH:17][C:18]([NH:19][CH2:20][C:21](=[O:22])[N:23]2[CH:24]([C:43](=[O:44])[O:45][C:46]([CH3:47])([CH3:48])[CH3:49])[CH2:25][CH:26]([C:34]([NH:35][c:36]3[cH:37][cH:38][cH:39][cH:40][cH:41]3)=[O:42])[CH:27]2[c:28]2[cH:29][cH:30][cH:31][cH:32][cH:33]2)=[O:50])[cH:14][cH:15][cH:16]1. Starting materials: Clc1nc(SCc2ccccc2)nc2nc(Br)sc12, CCN(C(C)C)C(C)C, NCCc1ccc(S(N)(=O)=O)cc1, C1CCOC1. Yields the product NS(=O)(=O)c1ccc(CCNc2nc3nc(SCc4ccccc4)nc(Cl)c3s2)cc1. Reaction SMILES: [Br:1][c:2]1[s:3][c:4]2[c:5]([n:6][c:7]([S:11][CH2:12][c:13]3[cH:14][cH:15][cH:16][cH:17][cH:18]3)[n:8][c:9]2[Cl:10])[n:19]1.[CH2:33]([N:34]([CH:35]([CH3:36])[CH3:37])[CH:38]([CH3:39])[CH3:40])[CH3:41].[NH2:20][CH2:21][CH2:22][c:23]1[cH:24][cH:25][c:26]([S:29](=[O:30])(=[O:31])[NH2:32])[cH:27][cH:28]1.[O:42]1[CH2:43][CH2:44][CH2:45][CH2:46]1>>[c:2]1([NH:20][CH2:21][CH2:22][c:23]2[cH:24][cH:25][c:26]([S:29](=[O:30])(=[O:31])[NH2:32])[cH:27][cH:28]2)[s:3][c:4]2[c:5]([n:6][c:7]([S:11][CH2:12][c:13]3[cH:14][cH:15][cH:16][cH:17][cH:18]3)[n:8][c:9]2[Cl:10])[n:19]1. The reactants are N.CO (NH3 MeOH), NC1=C(C2=C(C=N1)CNC2)C#N (6-amino-7-cyano-2,3-dihydropyrrolo[3,4-c]pyridine). Product: NC1=C(C2=C(C=N1)CNC2)C#N (6-amino-7-cyano-2,3-dihydropyrrolo[3,4-c]pyridine), CN(C(=N)N)C (N,N-dimethyl-guanidine), desired product ( 3b ). Reaction SMILES: [NH2:1][C:2]1[N:7]=[CH:6][C:5]2[CH2:8][NH:9][CH2:10][C:4]=2[C:3]=1[C:11]#[N:12].[NH3:13].[CH3:14]O>>[NH2:1][C:2]1[N:7]=[CH:6][C:5]2[CH2:8][NH:9][CH2:10][C:4]=2[C:3]=1[C:11]#[N:12].[CH3:14][N:7]([CH3:6])[C:2]([NH2:13])=[NH:1] |f:1.2|. Procedure details: Two 6,7-dihydropyrrolo[3,4-c]pyrido[2,3-d]pyrimidines which contain a novel tricyclic ring system of potential bilogical interest were sythesized. 6-(2,5-Dimethoxphenyl)-6,7-dihydropyrrolo[3,4-c]pyrido[2,3-d]pyrido[2,3-d]pyridmidine-2,4(1H,3H)-dione (3a) [throughout the Experimental Detail section, numbers in parenthesis () refer to numbered compounds in FIGS. 1 to 4] was prepared from a pyrido[2,3-d]pyrimidine. 6-Acetoxymethyl-5-methylpyrido[2,3-d]pyrimidine-2,4(1H,3H)-dione (4) was oxidized wi... Starting materials: C(C)(C)(C)OC(=O)N1CCN(CC1)C1=CC=C(C=C1)OCC (1-(tert-butyloxycarbonyl)-4-(4-ethoxyphenyl)piperazine), Cl (hydrochloric acid). Solvent: CO (methanol), CO (methanol). Conditions: time 5 hour. Product: Cl.Cl.C(C)OC1=CC=C(C=C1)N1CCNCC1 (1-(4-ethoxyphenyl)piperazine dihydrochloride). RXN SMILES: C(OC([N:8]1[CH2:13][CH2:12][N:11]([C:14]2[CH:19]=[CH:18][C:17]([O:20][CH2:21][CH3:22])=[CH:16][CH:15]=2)[CH2:10][CH2:9]1)=O)(C)(C)C.[ClH:23]>CO>[ClH:23].[ClH:23].[CH2:21]([O:20][C:17]1[CH:16]=[CH:15][C:14]([N:11]2[CH2:10][CH2:9][NH:8][CH2:13][CH2:12]2)=[CH:19][CH:18]=1)[CH3:22] |f:3.4.5|. Reported procedure: A mixture of 1-(tert-butyloxycarbonyl)-4-(4-hydroxyphenyl)piperazine (XXII, 0.602 g, 2.2 mmol) in dry THF (4 ml) is added to an ice-cooled slurry of sodium hydride (0.1013 g, 2.5 mmol--60% in oil) in THF (1 ml). DMF (15.3 ml) is added to solubilize the solids that had precipitated, after which ethyl iodide (0.34 ml, 4.3 mmol) is added. The ice/water bath is removed and the mixture stirred for five hr. Another portion of ethyl iodide (0.35 ml, 4.4 mmol) is added and the mixture is allowed ti stir...